From a dataset of the Open Reaction Database (ORD), a public repository of structured organic reaction records. describe an organic reaction: reactants, conditions, products, and yield Reactants: ClC1=CC=C(C=C1)[C@@H]1N=C(N([C@@H]1C1=CC=C(C=C1)Cl)C(=O)Cl)C=1SC=CC1OCC ((4S,5R)-4,5-Bis-(4-chloro-phenyl)-2-(3-ethoxy-thiophen-2-yl)-4,5-dihydro-imidazole-1-carbonyl chloride), Cl.N1(CCNCC1)CC(=O)N (2-piperazin-1-yl-acetamide hydrochloride). The product is ClC1=CC=C(C=C1)[C@@H]1N=C(N([C@@H]1C1=CC=C(C=C1)Cl)C(=O)N1CCN(CC1)CC(=O)N)C=1SC=CC1OCC (2-{4-[(4S,5R)-4,5-bis-(4-chloro-phenyl)-2-(3-ethoxy-thiophen-2-yl)-4,5-dihydro-imidazole-1-carbonyl]-piperazin-1-yl}-acetamide). RXN SMILES: [Cl:1][C:2]1[CH:7]=[CH:6][C:5]([C@H:8]2[C@@H:12]([C:13]3[CH:18]=[CH:17][C:16]([Cl:19])=[CH:15][CH:14]=3)[N:11]([C:20](Cl)=[O:21])[C:10]([C:23]3[S:24][CH:25]=[CH:26][C:27]=3[O:28][CH2:29][CH3:30])=[N:9]2)=[CH:4][CH:3]=1.Cl.[N:32]1([CH2:38][C:39]([NH2:41])=[O:40])[CH2:37][CH2:36][NH:35][CH2:34][CH2:33]1>>[Cl:1][C:2]1[CH:7]=[CH:6][C:5]([C@H:8]2[C@@H:12]([C:13]3[CH:14]=[CH:15][C:16]([Cl:19])=[CH:17][CH:18]=3)[N:11]([C:20]([N:35]3[CH2:36][CH2:37][N:32]([CH2:38][C:39]([NH2:41])=[O:40])[CH2:33][CH2:34]3)=[O:21])[C:10]([C:23]3[S:24][CH:25]=[CH:26][C:27]=3[O:28][CH2:29][CH3:30])=[N:9]2)=[CH:4][CH:3]=1 |f:1.2|. Reported procedure: 2-{4-[(4S,5R)-4,5-Bis-(4-chloro-phenyl)-2-(3-ethoxy-thiophen-2-yl)-4,5-dihydro-imidazole-1-carbonyl chloride (example 34) was reacted with 2-piperazin-1-yl-acetamide hydrochloride (Matrix) to give 2-{4-[(4S,5R)-4,5-bis-(4-chloro-phenyl)-2-(3-ethoxy-thiophen-2-yl)-4,5-dihydro-imidazole-1-carbonyl]-piperazin-1-yl}-acetamide in an analogous manner as described in example 1. LR-MS: 586.2 [(M+H)+] Reactants: C1(CCC1)N(CC(=O)OC(C)(C)C)C(=O)C=1N=CN(C1)C (tert-butyl N-cyclobutyl-N-[(1-methyl-1H-imidazol-4-yl)carbonyl]glycinate), Cl.C(C)(=O)OCC (hydrochloric acid ethyl acetate). Solvent: C(C)(=O)OCC (ethyl acetate). Reaction conditions: time 8 hour. Product: Cl.C1(CCC1)N(CC(=O)O)C(=O)C=1N=CN(C1)C (N-cyclobutyl-N-[(1-methyl-1H-imidazol-4-yl)carbonyl]glycine hydrochloride). Reaction SMILES: [CH:1]1([N:5]([C:14]([C:16]2[N:17]=[CH:18][N:19]([CH3:21])[CH:20]=2)=[O:15])[CH2:6][C:7]([O:9]C(C)(C)C)=[O:8])[CH2:4][CH2:3][CH2:2]1.[ClH:22].C(OCC)(=O)C>C(OCC)(=O)C>[ClH:22].[CH:1]1([N:5]([C:14]([C:16]2[N:17]=[CH:18][N:19]([CH3:21])[CH:20]=2)=[O:15])[CH2:6][C:7]([OH:9])=[O:8])[CH2:4][CH2:3][CH2:2]1 |f:1.2,4.5|. Procedure details: To a solution of tert-butyl N-cyclobutyl-N-[(1-methyl-1H-imidazol-4-yl)carbonyl]glycinate (200 mg) in ethyl acetate (4 mL) was added 4N hydrochloric acid/ethyl acetate solution (4 mL), and the mixture was stirred at room temperature overnight. The solvent was distilled off under reduced pressure to afford N-cyclobutyl-N-[(1-methyl-1H-imidazol-4-yl)carbonyl]glycine hydrochloride (150 mg). Starting materials: NCC1N(CCCC1)C(=O)OC(C)(C)C (tert-butyl 2-(aminomethyl)piperidine-1-carboxylate), C(C)(C)N(CC)C(C)C (diisopropylethylamine), ClCC(=O)Cl (2-chloroacetyl chloride). Run in C(Cl)Cl (DCM). Conditions: time 8 hour. Yields the product ClCC(=O)NCC1N(CCCC1)C(=O)OC(C)(C)C (tert-butyl 2-((2-chloroacetamido)methyl)piperidine-1-carboxylate). As a reaction SMILES: [NH2:1][CH2:2][CH:3]1[CH2:8][CH2:7][CH2:6][CH2:5][N:4]1[C:9]([O:11][C:12]([CH3:15])([CH3:14])[CH3:13])=[O:10].C(N(C(C)C)CC)(C)C.[Cl:25][CH2:26][C:27](Cl)=[O:28]>C(Cl)Cl>[Cl:25][CH2:26][C:27]([NH:1][CH2:2][CH:3]1[CH2:8][CH2:7][CH2:6][CH2:5][N:4]1[C:9]([O:11][C:12]([CH3:15])([CH3:14])[CH3:13])=[O:10])=[O:28]. Procedure details: To a solution of tert-butyl 2-(aminomethyl)piperidine-1-carboxylate (2.0 g, 9.3 mmol) and diisopropylethylamine (5 mL) in DCM (30 mL) was added 2-chloroacetyl chloride (1.2 g, 10.6 mmol) dropwise at 0° C. The mixture was stirred at room temperature overnight. Then the mixture was quenched with water (30 mL) and extracted with DCM (5×100 mL). The combined organic layers were dried over Na2SO4. After filtration and concentration, the residue was used directly for the next reaction. MS (ESI): 291, ... Starting materials: CO (methanol), [N+](=O)([O-])C1=CC=C(CN(C2=CC=CC=C2)CC2=CC=C(/C=C/[C@H]3N(CCC3)C(=O)OC(C)(C)C)C=C2)C=C1 ((S,E)-tert-butyl 2-(4-(((4-nitrobenzyl)(phenyl)amino)methyl)styryl)pyrrolidine-1-carboxylate), [BH4-].[Na+] (sodium borohydride), [Bi](Cl)(Cl)Cl (bismuth(III) chloride). Run in C(C)O (ethanol). Conditions: temperature 0 celsius. The product is NC1=CC=C(CN(C2=CC=CC=C2)CC2=CC=C(/C=C/[C@H]3N(CCC3)C(=O)OC(C)(C)C)C=C2)C=C1 ((S,E)-tert-butyl 2-(4-(((4-aminobenzyl)(phenyl)amino)methyl)styryl)pyrrolidine-1-carboxylate). RXN SMILES: [N+:1]([C:4]1[CH:38]=[CH:37][C:7]([CH2:8][N:9]([CH2:16][C:17]2[CH:36]=[CH:35][C:20](/[CH:21]=[CH:22]/[C@@H:23]3[CH2:27][CH2:26][CH2:25][N:24]3[C:28]([O:30][C:31]([CH3:34])([CH3:33])[CH3:32])=[O:29])=[CH:19][CH:18]=2)[C:10]2[CH:15]=[CH:14][CH:13]=[CH:12][CH:11]=2)=[CH:6][CH:5]=1)([O-])=O.[Bi](Cl)(Cl)Cl.[BH4-].[Na+].CO>C(O)C>[NH2:1][C:4]1[CH:38]=[CH:37][C:7]([CH2:8][N:9]([CH2:16][C:17]2[CH:36]=[CH:35][C:20](/[CH:21]=[CH:22]/[C@@H:23]3[CH2:27][CH2:26][CH2:25][N:24]3[C:28]([O:30][C:31]([CH3:33])([CH3:34])[CH3:32])=[O:29])=[CH:19][CH:18]=2)[C:10]2[CH:11]=[CH:12][CH:13]=[CH:14][CH:15]=2)=[CH:6][CH:5]=1 |f:2.3|. Reported procedure: To a solution of the product of Example 149E (0.8 g, 1.56 mmol) dissolved in ethanol (20 mL) was cooled in an ice bath to 0° C., then bismuth(III) chloride (1.47 g, 4.67 mmol) was added followed by the portionwise addition of sodium borohydride (943 mg, 24.92 mmol) and warming the solution to room temperature for 20 minutes. The methanol was added and the solid removed by filtration, the filtrate concentrated to an oil, which was redissolved with dichloromethane and extracted with aqueous sodium... Reactants: COC=1C=C2C(=C3N(C2=CC1)CCCC3)C=O (2-methoxy-6,7,8,9-tetrahydro-pyrido[1,2-a]indole-10-carboxaldehyde), C(C)(=O)[O-].[NH4+] (ammonium acetate), [N+](=O)([O-])CC (nitroethane). The product is COC=1C=C2C(=C3N(C2=CC1)CCCC3)C=C(C)[N+](=O)[O-] (1-(2-Methoxy-6,7,8,9-tetrahydro-pyrido[1,2-a]indol-10-yl)-2-nitro-1-propene). RXN SMILES: [CH3:1][O:2][C:3]1[CH:4]=[C:5]2[C:9](=[CH:10][CH:11]=1)[N:8]1[CH2:12][CH2:13][CH2:14][CH2:15][C:7]1=[C:6]2[CH:16]=O.C([O-])(=O)C.[NH4+].[N+:23]([CH2:26][CH3:27])([O-:25])=[O:24]>>[CH3:1][O:2][C:3]1[CH:4]=[C:5]2[C:9](=[CH:10][CH:11]=1)[N:8]1[CH2:12][CH2:13][CH2:14][CH2:15][C:7]1=[C:6]2[CH:16]=[C:26]([N+:23]([O-:25])=[O:24])[CH3:27] |f:1.2|. Procedure: A stirred solution of 2-methoxy-6,7,8,9-tetrahydro-pyrido[1,2-a]indole-10-carboxaldehyde and ammonium acetate in nitroethane is heated to 100° C. for 1 h, cooled to room temperature and partitioned between ethyl acetate and water. The combined organic extracts are washed (water, brine), dried (sodium sulfate) and concentrated in vacuo to give the product.